From a dataset of the Open Reaction Database (ORD), a public repository of structured organic reaction records. describe an organic reaction: reactants, conditions, products, and yield Reactants: CCOC(C(=O)O)c1ccc(OC)cc1F, N#Cc1ccc(CN)c(Oc2ccccc2)c1. Yields the product CCOC(C(=O)NCc1ccc(C#N)cc1Oc1ccccc1)c1ccc(OC)cc1F. Reaction SMILES: [CH2:1]([CH3:2])[O:3][CH:4]([C:5](=[O:6])[OH:7])[c:8]1[c:9]([F:16])[cH:10][c:11]([O:14][CH3:15])[cH:12][cH:13]1.[NH2:17][CH2:18][c:19]1[c:20]([O:27][c:28]2[cH:29][cH:30][cH:31][cH:32][cH:33]2)[cH:21][c:22]([C:23]#[N:24])[cH:25][cH:26]1>>[CH2:1]([CH3:2])[O:3][CH:4]([C:5](=[O:7])[NH:17][CH2:18][c:19]1[c:20]([O:27][c:28]2[cH:29][cH:30][cH:31][cH:32][cH:33]2)[cH:21][c:22]([C:23]#[N:24])[cH:25][cH:26]1)[c:8]1[c:9]([F:16])[cH:10][c:11]([O:14][CH3:15])[cH:12][cH:13]1. The reactants are O=C1CCC(=O)N1Cl, ClCCl, CC(=O)c1cc(Br)ccc1N. Product: CC(=O)c1cc(Br)cc(Cl)c1N. Reaction SMILES: [Cl:12][N:13]1[C:14](=[O:15])[CH2:16][CH2:17][C:18]1=[O:19].[Cl:20][CH2:21][Cl:22].[NH2:1][c:2]1[c:3]([C:9]([CH3:10])=[O:11])[cH:4][c:5]([Br:8])[cH:6][cH:7]1>>[NH2:1][c:2]1[c:3]([C:9]([CH3:10])=[O:11])[cH:4][c:5]([Br:8])[cH:6][c:7]1[Cl:12]. Reactants: [Si](C1=CC=CC=C1)(C1=CC=CC=C1)(C(C)(C)C)OCC1=NC=C(C(=C1N1C[C@H](O[C@H](C1)C)C)Cl)F ((2R,6S)-4-(2-((tert-butyldiphenylsilyloxy)methyl)-4-chloro-5-fluoropyridin-3-yl)-2,6-dimethylmorpholine), [Si](C1=CC=CC=C1)(C1=CC=CC=C1)(C(C)(C)C)OCC1=NC=C(C(=C1N1C[C@H](O[C@H](C1)C)C)Cl)F ((2R,6S)-4-(2-((tert-butyldiphenylsilyloxy)methyl)-4-chloro-5-fluoropyridin-3-yl)-2,6-dimethylmorpholine), CON(C(C1=CN=CC=C1)=O)C (N-methoxy-N-methylnicotinamide). Yields the product [Si](C1=CC=CC=C1)(C1=CC=CC=C1)(C(C)(C)C)OCC1=C(C(=C(C(=N1)C(=O)C=1C=NC=CC1)F)Cl)N1C[C@H](O[C@H](C1)C)C ((6-((tert-butyldiphenylsilyloxy)methyl)-4-chloro-5-((2R,6S)-2,6-dimethylmorpholino)-3-fluoropyridin-2-yl)(pyridin-3-yl)methanone). As a reaction SMILES: [Si:1]([O:18][CH2:19][C:20]1[C:25]([N:26]2[CH2:31][C@H:30]([CH3:32])[O:29][C@H:28]([CH3:33])[CH2:27]2)=[C:24]([Cl:34])[C:23]([F:35])=[CH:22][N:21]=1)([C:14]([CH3:17])([CH3:16])[CH3:15])([C:8]1[CH:13]=[CH:12][CH:11]=[CH:10][CH:9]=1)[C:2]1[CH:7]=[CH:6][CH:5]=[CH:4][CH:3]=1.CON(C)[C:39](=[O:46])[C:40]1[CH:45]=[CH:44][CH:43]=[N:42][CH:41]=1>>[Si:1]([O:18][CH2:19][C:20]1[N:21]=[C:22]([C:39]([C:40]2[CH:41]=[N:42][CH:43]=[CH:44][CH:45]=2)=[O:46])[C:23]([F:35])=[C:24]([Cl:34])[C:25]=1[N:26]1[CH2:31][C@H:30]([CH3:32])[O:29][C@H:28]([CH3:33])[CH2:27]1)([C:14]([CH3:17])([CH3:15])[CH3:16])([C:8]1[CH:13]=[CH:12][CH:11]=[CH:10][CH:9]=1)[C:2]1[CH:3]=[CH:4][CH:5]=[CH:6][CH:7]=1. Procedure details: Starting material: (2R,6S)-4-(2-((tert-butyldiphenylsilyloxy)methyl)-4-chloro-5-fluoropyridin-3-yl)-2,6-dimethylmorpholine (Intermediate 45) and N-methoxy-N-methylnicotinamide. Starting materials: CC(C)O, CC(C)OC(=O)C(Cc1ccc([N+](=O)[O-])cc1)NC(=O)c1c(Cl)cccc1Cl, [H][H], C1CCOC1, [Pt], S. Product: CC(C)OC(=O)C(Cc1ccc(N)cc1)NC(=O)c1c(Cl)cccc1Cl. Reaction SMILES: [CH3:38][CH:39]([OH:40])[CH3:41].[CH:6]([CH3:7])([CH3:8])[O:9][C:10]([CH:11]([NH:12][C:13]([c:14]1[c:15]([Cl:21])[cH:16][cH:17][cH:18][c:19]1[Cl:20])=[O:22])[CH2:23][c:24]1[cH:25][cH:26][c:27]([N+:30]([O-:31])=[O:32])[cH:28][cH:29]1)=[O:33].[H:35][H:36].[O:1]1[CH2:2][CH2:3][CH2:4][CH2:5]1.[Pt:37].[S:34]>>[CH:6]([CH3:7])([CH3:8])[O:9][C:10]([CH:11]([NH:12][C:13]([c:14]1[c:15]([Cl:21])[cH:16][cH:17][cH:18][c:19]1[Cl:20])=[O:22])[CH2:23][c:24]1[cH:25][cH:26][c:27]([NH2:30])[cH:28][cH:29]1)=[O:33]. Reactants: CN(C)C=O, CCOC(C)=O, Clc1cc(I)cc(Cl)n1, NC1CCC(O)CC1, C1COCCO1. Product: OC1CCC(Nc2cc(I)cc(Cl)n2)CC1. As a reaction SMILES: [CH3:24][N:25]([CH3:26])[CH:27]=[O:28].[CH3:29][CH2:30][O:31][C:32](=[O:33])[CH3:34].[Cl:1][c:2]1[n:3][c:4]([Cl:9])[cH:5][c:6]([I:8])[cH:7]1.[NH2:10][CH:11]1[CH2:12][CH2:13][CH:14]([OH:17])[CH2:15][CH2:16]1.[O:18]1[CH2:19][CH2:20][O:21][CH2:22][CH2:23]1>>[c:2]1([NH:10][CH:11]2[CH2:12][CH2:13][CH:14]([OH:17])[CH2:15][CH2:16]2)[n:3][c:4]([Cl:9])[cH:5][c:6]([I:8])[cH:7]1. Starting materials: COC([C@@H]1N(C[C@H](C1)N=[N+]=[N-])C(=O)OC(C)(C)C)=O (trans-4-azido-N-tert-butoxycarbonyl-D-proline methyl ester). The reagents and catalysts are [Pd] (palladium on activated carbon). The solvent is CO (methanol). Reaction conditions: time 1.5 hour. Yields the product COC([C@@H]1N(C[C@H](C1)N)C(=O)OC(C)(C)C)=O (trans-4-Amino-N-tert-Butoxycarbonyl-D-Proline Methyl Ester). Yield: 95.7%. RXN SMILES: [CH3:1][O:2][C:3](=[O:19])[C@H:4]1[CH2:8][C@H:7]([N:9]=[N+]=[N-])[CH2:6][N:5]1[C:12]([O:14][C:15]([CH3:18])([CH3:17])[CH3:16])=[O:13]>[Pd].CO>[CH3:1][O:2][C:3](=[O:19])[C@H:4]1[CH2:8][C@H:7]([NH2:9])[CH2:6][N:5]1[C:12]([O:14][C:15]([CH3:17])([CH3:16])[CH3:18])=[O:13]. Reported procedure: A mixture of trans-4-azido-N-tert-butoxycarbonyl-D-proline methyl ester (C, 1.04 g) and 10% palladium on activated carbon (500 mg) in methanol (30 mL) was stirred at room temperature for 1.5 hr under hydrogen. The catalysts were removed by filtration and washed with methanol. The combined organic layers were evaporated in vacuo to give the title compound (0.90 g) as a colorless oil. Starting materials: NC1=NC=C(C=C1N)C(F)(F)F (2,3-diamino-5-trifluoromethylpyridine), ClC(C(=O)Cl)(Cl)Cl (trichloroacetyl chloride). Run in O1CCCC1 (tetrahydrofuran), O1CCCC1 (tetrahydrofuran). Run at time 10 minute. The product is NC1=NC=C(C=C1NC(C(Cl)(Cl)Cl)=O)C(F)(F)F (N-(2-amino-5-trifluoromethyl-3-pyridyl)trichloroacetamide). Yield: 80.6%. RXN SMILES: [NH2:1][C:2]1[C:7]([NH2:8])=[CH:6][C:5]([C:9]([F:12])([F:11])[F:10])=[CH:4][N:3]=1.[Cl:13][C:14]([Cl:19])([Cl:18])[C:15](Cl)=[O:16]>O1CCCC1>[NH2:1][C:2]1[C:7]([NH:8][C:15](=[O:16])[C:14]([Cl:19])([Cl:18])[Cl:13])=[CH:6][C:5]([C:9]([F:10])([F:12])[F:11])=[CH:4][N:3]=1. Procedure details: Into 38 ml of dry tetrahydrofuran, 1.5 g of 2,3-diamino-5-trifluoromethylpyridine was dissolved, and a solution mixture comprising 1.54 g of trichloroacetyl chloride and 3.8 ml of dry tetrahydrofuran was dropwise added thereto over a period of 10 minutes. Then, the mixture was reacted at room temperature for 3 hours. After completion of the reaction, precipitated crystals were collected by filtration and washed with tetrahydrofuran to obtain 2.2 g of N-(2-amino-5-trifluoromethyl-3-pyridyl)trichl...